This data is from the Open Reaction Database (ORD), a public repository of structured organic reaction records. The task is: describe an organic reaction: reactants, conditions, products, and yield Starting materials: ClC1=C(C(=CC=C1)Cl)C1CC(=NO1)C1=CC(=CC=C1)[N+](=O)[O-] ((±)-5-(2,6-dichlorophenyl)-3-(3-nitrophenyl)-2-isoxazoline), [Cl-].[NH4+] (ammonium chloride). The reagents and catalysts are [Fe] (Iron). Solvent: C(C)O.O (ethanol water). Reaction conditions: temperature 80 celsius, time 10 minute. Product: NC=1C=C(C=CC1)C1=NOC(C1)C1=C(C=CC=C1Cl)Cl ((±)-3-(3-Aminophenyl)-5-(2,6-dichlorophenyl)-2-isoxazoline). RXN SMILES: [Cl:1][C:2]1[CH:7]=[CH:6][CH:5]=[C:4]([Cl:8])[C:3]=1[CH:9]1[O:13][N:12]=[C:11]([C:14]2[CH:19]=[CH:18][CH:17]=[C:16]([N+:20]([O-])=O)[CH:15]=2)[CH2:10]1.[Cl-].[NH4+]>C(O)C.O.[Fe]>[NH2:20][C:16]1[CH:15]=[C:14]([C:11]2[CH2:10][CH:9]([C:3]3[C:4]([Cl:8])=[CH:5][CH:6]=[CH:7][C:2]=3[Cl:1])[O:13][N:12]=2)[CH:19]=[CH:18][CH:17]=1 |f:1.2,3.4|. Procedure: Iron powder (99 mg, 1.78 mmol) was added into a suspension of (±)-5-(2,6-dichlorophenyl)-3-(3-nitrophenyl)-2-isoxazoline (100 mg, 0.297 mmol) in ethanol/water (2/1) under nitrogen. The mixture was stirred for 10 min, followed by the addition of ammonium chloride (32 mg, 0.594 mmol). The reaction was stirred for 20 min at room temperature, followed by heating at 80° C. for 1.5 h. The reaction mixture was cooled to room temperature and filtered through a plug of Celite. The filtrate was concentrat... The reactants are O=C1c2ccccc2C(=O)N1Cc1cc2cc(Cl)cc(Br)c2o1, O=C([O-])[O-], [K+], [K+], C1COCCO1, O, OB(O)c1ccccc1. The product is O=C1c2ccccc2C(=O)N1Cc1cc2cc(Cl)cc(-c3ccccc3)c2o1. As a reaction SMILES: [Br:1][c:2]1[cH:3][c:4]([Cl:23])[cH:5][c:6]2[cH:7][c:8]([CH2:11][N:12]3[C:13](=[O:22])[c:14]4[cH:15][cH:16][cH:17][cH:18][c:19]4[C:20]3=[O:21])[o:9][c:10]12.[C:24](=[O:25])([O-:26])[O-:27].[K+:28].[K+:29].[O:39]1[CH2:40][CH2:41][O:42][CH2:43][CH2:44]1.[OH2:45].[OH:30][B:31]([OH:32])[c:33]1[cH:34][cH:35][cH:36][cH:37][cH:38]1>>[c:2]1(-[c:33]2[cH:34][cH:35][cH:36][cH:37][cH:38]2)[cH:3][c:4]([Cl:23])[cH:5][c:6]2[cH:7][c:8]([CH2:11][N:12]3[C:13](=[O:22])[c:14]4[cH:15][cH:16][cH:17][cH:18][c:19]4[C:20]3=[O:21])[o:9][c:10]12. Reactants: CCO, CC(C)(C)[Si](C)(C)OC1(CCCN=[N+]=[N-])CCCCC1. Yields the product CC(C)(C)[Si](C)(C)OC1(CCCN)CCCCC1. Reaction SMILES: [CH3:21][CH2:22][OH:23].[N:1](=[N+:2]=[N-:3])[CH2:4][CH2:5][CH2:6][C:7]1([O:13][Si:14]([CH3:15])([CH3:16])[C:17]([CH3:18])([CH3:19])[CH3:20])[CH2:8][CH2:9][CH2:10][CH2:11][CH2:12]1>>[NH2:1][CH2:4][CH2:5][CH2:6][C:7]1([O:13][Si:14]([CH3:15])([CH3:16])[C:17]([CH3:18])([CH3:19])[CH3:20])[CH2:8][CH2:9][CH2:10][CH2:11][CH2:12]1. Starting materials: O=C(C=CCBr)Nc1ccc2ncnc(Nc3cccc(Br)c3)c2c1, O=C([O-])O, CCOC(=O)CNC, CCOC(C)=O, CN(C)C=O, Cl, [Na+], C1CCOC1. Product: CCOC(=O)CN(C)CC=CC(=O)Nc1ccc2ncnc(Nc3cccc(Br)c3)c2c1. As a reaction SMILES: [Br:10][c:11]1[cH:12][c:13]([NH:17][c:18]2[n:19][cH:20][n:21][c:22]3[cH:23][cH:24][c:25]([NH:28][C:29]([CH:30]=[CH:31][CH2:32][Br:33])=[O:34])[cH:26][c:27]23)[cH:14][cH:15][cH:16]1.[C:35](=[O:36])([O-:37])[OH:38].[CH2:2]([CH3:3])[O:4][C:5]([CH2:6][NH:7][CH3:8])=[O:9].[CH3:40][CH2:41][O:42][C:43](=[O:44])[CH3:45].[CH3:51][N:52]([CH3:53])[CH:54]=[O:55].[ClH:1].[Na+:39].[O:46]1[CH2:47][CH2:48][CH2:49][CH2:50]1>>[CH2:2]([CH3:3])[O:4][C:5]([CH2:6][N:7]([CH3:8])[CH2:32][CH:31]=[CH:30][C:29]([NH:28][c:25]1[cH:24][cH:23][c:22]2[n:21][cH:20][n:19][c:18]([NH:17][c:13]3[cH:12][c:11]([Br:10])[cH:16][cH:15][cH:14]3)[c:27]2[cH:26]1)=[O:34])=[O:9]. Starting materials: COC(=O)c1ccc(CBr)c(Br)c1, CC(C)(C)C1CCC(N)CC1, CN(C)C=O, CCOC(C)=O, CCN(C(C)C)C(C)C. The product is COC(=O)c1ccc(CNC2CCC(C(C)(C)C)CC2)c(Br)c1. As a reaction SMILES: [Br:1][c:2]1[cH:3][c:4]([C:5](=[O:6])[O:7][CH3:8])[cH:9][cH:10][c:11]1[CH2:12][Br:13].[C:14]([CH3:15])([CH3:16])([CH3:17])[CH:18]1[CH2:19][CH2:20][CH:21]([NH2:24])[CH2:22][CH2:23]1.[CH3:34][N:35]([CH3:36])[CH:37]=[O:38].[CH3:39][CH2:40][O:41][C:42](=[O:43])[CH3:44].[CH:25]([N:26]([CH2:27][CH3:28])[CH:29]([CH3:30])[CH3:31])([CH3:32])[CH3:33]>>[Br:1][c:2]1[cH:3][c:4]([C:5](=[O:6])[O:7][CH3:8])[cH:9][cH:10][c:11]1[CH2:12][NH:24][CH:21]1[CH2:20][CH2:19][CH:18]([C:14]([CH3:15])([CH3:16])[CH3:17])[CH2:23][CH2:22]1. The reactants are Br, CC(=O)O, COc1ccc2nc(N)sc2c1, Cl, [I-], [Na+], [Na+], [OH-], O. The product is Nc1nc2ccc(O)cc2s1. Reaction SMILES: [BrH:22].[C:18]([OH:19])(=[O:20])[CH3:21].[CH3:1][O:2][c:3]1[cH:4][c:5]2[c:6]([n:7][c:8]([NH2:10])[s:9]2)[cH:11][cH:12]1.[ClH:17].[I-:14].[Na+:13].[Na+:16].[OH-:15].[OH2:23]>>[OH:2][c:3]1[cH:4][c:5]2[c:6]([n:7][c:8]([NH2:10])[s:9]2)[cH:11][cH:12]1. Starting materials: CN(C)C=O, CSCCNC(=O)N(C)c1nnc(-c2cncc(F)c2)s1, [H-], CI, [Na+]. Yields the product CSCCN(C)C(=O)N(C)c1nnc(-c2cncc(F)c2)s1. RXN SMILES: [CH3:26][N:27]([CH3:28])[CH:29]=[O:30].[F:1][c:2]1[cH:3][c:4](-[c:8]2[n:9][n:10][c:11]([N:13]([C:14](=[O:15])[NH:16][CH2:17][CH2:18][S:19][CH3:20])[CH3:21])[s:12]2)[cH:5][n:6][cH:7]1.[H-:22].[I:24][CH3:25].[Na+:23]>>[F:1][c:2]1[cH:3][c:4](-[c:8]2[n:9][n:10][c:11]([N:13]([C:14](=[O:15])[N:16]([CH2:17][CH2:18][S:19][CH3:20])[CH3:25])[CH3:21])[s:12]2)[cH:5][n:6][cH:7]1. Starting materials: CCOC(=O)C(C)(CC=Cc1ccccc1)S(=O)(=O)c1ccc(OC)cc1, CO, [Na+], [OH-]. The product is COc1ccc(S(=O)(=O)C(C)(CC=Cc2ccccc2)C(=O)O)cc1. RXN SMILES: [CH2:1]([CH3:2])[O:3][C:4]([C:5]([CH2:6][CH:7]=[CH:8][c:9]1[cH:10][cH:11][cH:12][cH:13][cH:14]1)([CH3:15])[S:16](=[O:17])(=[O:18])[c:19]1[cH:20][cH:21][c:22]([O:25][CH3:26])[cH:23][cH:24]1)=[O:27].[CH3:28][OH:29].[Na+:31].[OH-:30]>>[O:3]=[C:4]([C:5]([CH2:6][CH:7]=[CH:8][c:9]1[cH:10][cH:11][cH:12][cH:13][cH:14]1)([CH3:15])[S:16](=[O:17])(=[O:18])[c:19]1[cH:20][cH:21][c:22]([O:25][CH3:26])[cH:23][cH:24]1)[OH:27].